From a dataset of the Open Reaction Database (ORD), a public repository of structured organic reaction records. describe an organic reaction: reactants, conditions, products, and yield Product: COc1ccc(F)cc1C(C)(C)CC(O)(CNc1cc(C)cc2c1cnn2-c1cccc(C(=O)NC(C)C(N)=O)c1)C(F)(F)F. Reaction SMILES: [ClH:41].[F:1][c:2]1[cH:3][cH:4][c:5]([O:39][CH3:40])[c:6]([C:8]([CH2:9][C:10]([CH2:11][NH:12][c:13]2[c:14]3[cH:15][n:16][n:17](-[c:23]4[cH:24][c:25]([C:26](=[O:27])[OH:28])[cH:29][cH:30][cH:31]4)[c:18]3[cH:19][c:20]([CH3:22])[cH:21]2)([C:32]([F:33])([F:34])[F:35])[OH:36])([CH3:37])[CH3:38])[cH:7]1.[NH2:42][CH:43]([CH3:44])[C:45](=[O:46])[NH2:47]>>[F:1][c:2]1[cH:3][cH:4][c:5]([O:39][CH3:40])[c:6]([C:8]([CH2:9][C:10]([CH2:11][NH:12][c:13]2[c:14]3[cH:15][n:16][n:17](-[c:23]4[cH:24][c:25]([C:26](=[O:28])[NH:42][CH:43]([CH3:44])[C:45](=[O:46])[NH2:47])[cH:29][cH:30][cH:31]4)[c:18]3[cH:19][c:20]([CH3:22])[cH:21]2)([C:32]([F:33])([F:34])[F:35])[OH:36])([CH3:37])[CH3:38])[cH:7]1. The reactants are Cl, COc1ccc(F)cc1C(C)(C)CC(O)(CNc1cc(C)cc2c1cnn2-c1cccc(C(=O)O)c1)C(F)(F)F, CC(N)C(N)=O. Reactants: CCCCCCCCCCCCCCCCOCC(COC(c1ccccc1)(c1ccccc1)c1ccccc1)COS(C)(=O)=O, CCCC[N+](CCCC)(CCCC)CCCC, CN(C)C=O, [F-]. Yields the product CCCCCCCCCCCCCCCCOCC(CF)COC(c1ccccc1)(c1ccccc1)c1ccccc1. As a reaction SMILES: [CH2:1]([CH2:2][CH2:3][CH2:4][CH2:5][CH2:6][CH2:7][CH2:8][CH2:9][CH2:10][CH2:11][CH2:12][CH2:13][CH2:14][CH2:15][CH3:16])[O:17][CH2:18][CH:19]([CH2:20][O:21][C:22]([c:23]1[cH:24][cH:25][cH:26][cH:27][cH:28]1)([c:29]1[cH:30][cH:31][cH:32][cH:33][cH:34]1)[c:35]1[cH:36][cH:37][cH:38][cH:39][cH:40]1)[CH2:41][O:42][S:43]([CH3:44])(=[O:45])=[O:46].[CH3:48][CH2:49][CH2:50][CH2:51][N+:52]([CH2:53][CH2:54][CH2:55][CH3:56])([CH2:57][CH2:58][CH2:59][CH3:60])[CH2:61][CH2:62][CH2:63][CH3:64].[CH3:65][N:66]([CH3:67])[CH:68]=[O:69].[F-:47]>>[CH2:1]([CH2:2][CH2:3][CH2:4][CH2:5][CH2:6][CH2:7][CH2:8][CH2:9][CH2:10][CH2:11][CH2:12][CH2:13][CH2:14][CH2:15][CH3:16])[O:17][CH2:18][CH:19]([CH2:20][O:21][C:22]([c:23]1[cH:24][cH:25][cH:26][cH:27][cH:28]1)([c:29]1[cH:30][cH:31][cH:32][cH:33][cH:34]1)[c:35]1[cH:36][cH:37][cH:38][cH:39][cH:40]1)[CH2:41][F:47]. Reactants: BrC=1C=CC=2C3=C(N(C2C1)C)CCN(C3)C(=O)OC(C)(C)C (tert-butyl 7-bromo-5-methyl-3,4-dihydro-1H-pyrido[4,3-b]indole-2(5H)-carboxylate), FC(C1=CC=C(C=C1)C1=CC(NC=C1)=O)(F)F (4-(4-(trifluoromethy)phenyl)pyridine-2(1H)-one). Yields the product CN1C2=C(C=3C=CC(=CC13)N1C(C=C(C=C1)C1=CC=C(C=C1)C(F)(F)F)=O)CN(CC2)C(=O)OC(C)(C)C (tert-Butyl 5-methyl-7-(2-oxo-4-(4-(trifluoromethyl)phenyl)pyridin-1(2H)-yl)-3,4-dihydro-1H-pyrido[4,3-b]indole-2(5H)-carboxylate). Isolated yield 44.8%. Reaction SMILES: Br[C:2]1[CH:3]=[CH:4][C:5]2[C:6]3[CH2:15][N:14]([C:16]([O:18][C:19]([CH3:22])([CH3:21])[CH3:20])=[O:17])[CH2:13][CH2:12][C:7]=3[N:8]([CH3:11])[C:9]=2[CH:10]=1.[F:23][C:24]([F:39])([F:38])[C:25]1[CH:30]=[CH:29][C:28]([C:31]2[CH:36]=[CH:35][NH:34][C:33](=[O:37])[CH:32]=2)=[CH:27][CH:26]=1>>[CH3:11][N:8]1[C:9]2[CH:10]=[C:2]([N:34]3[CH:35]=[CH:36][C:31]([C:28]4[CH:27]=[CH:26][C:25]([C:24]([F:38])([F:39])[F:23])=[CH:30][CH:29]=4)=[CH:32][C:33]3=[O:37])[CH:3]=[CH:4][C:5]=2[C:6]2[CH2:15][N:14]([C:16]([O:18][C:19]([CH3:22])([CH3:21])[CH3:20])=[O:17])[CH2:13][CH2:12][C:7]1=2. Procedure details: The compound was prepared from tert-butyl 7-bromo-5-methyl-3,4-dihydro-1H-pyrido[4,3-b]indole-2(5H)-carboxylate (153 mg, 0.418 mmol) and 4-(4-(trifluoromethy)phenyl)pyridine-2(1H)-one (100 mg g, 0.418 mmol) according to the procedure in Example 1 (step c). Purification by flash column chromatography (silica gel, hexanes/EtOAc, 100:0 to 80:20 to 50:50 to 25:75 then 0:100) provided the title compound (98 mg, 45%) as a yellow/green solid: 1H NMR (500 MHz, CDCl3) δ 7.75 (s, 4H), 7.57-7.53 (m, 2H), 7... The reactants are CN(C)C=O, Fc1ccc2cc[nH]c2c1, [H-], CI, [Na+]. The product is Cn1ccc2ccc(F)cc21. As a reaction SMILES: [CH3:15][N:16]([CH3:17])[CH:18]=[O:19].[F:1][c:2]1[cH:3][cH:4][c:5]2[cH:6][cH:7][nH:8][c:9]2[cH:10]1.[H-:11].[I:13][CH3:14].[Na+:12]>>[F:1][c:2]1[cH:3][cH:4][c:5]2[cH:6][cH:7][n:8]([CH3:14])[c:9]2[cH:10]1. Reactants: [OH-].[Na+] (NaOH), IC1=C2CCN=C(C2=CC=C1)C(C(=O)OC)C (methyl 2-(5-iodo-3,4-dihydroisoquinolin-1-yl)propanoate), aqueous solution, [BH3-]C#N.[Na+] (NaBH3CN). The solvent is CC(=O)O (AcOH). Conditions: time 16 hour. The product is IC1=C2CCNC(C2=CC=C1)C(C(=O)OC)C (methyl 2-(5-iodo-1,2,3,4-tetrahydroisoquinolin-1-yl)propanoate). Isolated yield 101.2%. Reaction SMILES: [I:1][C:2]1[CH:11]=[CH:10][CH:9]=[C:8]2[C:3]=1[CH2:4][CH2:5][N:6]=[C:7]2[CH:12]([CH3:17])[C:13]([O:15][CH3:16])=[O:14].[BH3-]C#N.[Na+].[OH-].[Na+]>CC(O)=O>[I:1][C:2]1[CH:11]=[CH:10][CH:9]=[C:8]2[C:3]=1[CH2:4][CH2:5][NH:6][CH:7]2[CH:12]([CH3:17])[C:13]([O:15][CH3:16])=[O:14] |f:1.2,3.4|. Procedure: A mixture of methyl 2-(5-iodo-3,4-dihydroisoquinolin-1-yl)propanoate (1.15 g, 3.35 mmol) in glacial AcOH (12 mL) was treated with NaBH3CN (421 mg, 6.70 mmol) at RT under N2. The mixture was stirred at RT for 16 h, and then poured onto H2O. The mixture was rendered basic with a 50% aqueous solution of NaOH and extracted with AcOEt. The combined org. phases were then dried over Na2SO4, filtered and concentrated in vacuo to give the title compound (1.17 g) that was used as it is. UPLC-MS: MS 346.1 ... Starting materials: CCCOc1ccc(-c2ccc3c(c2)C=C(C(=O)OC)CCN3C(=O)OC(C)(C)C)cc1, O=C([O-])O, CCOC(C)=O, Cl, [Na+], [Na+], [OH-]. Yields the product CCCOc1ccc(-c2ccc3c(c2)C=C(C(=O)OC)CCN3)cc1. RXN SMILES: [C:1]([O:2][C:3](=[O:4])[N:8]1[CH2:9][CH2:10][C:11]([C:29](=[O:30])[O:31][CH3:32])=[CH:12][c:13]2[c:14]1[cH:15][cH:16][c:17](-[c:19]1[cH:20][cH:21][c:22]([O:25][CH2:26][CH2:27][CH3:28])[cH:23][cH:24]1)[cH:18]2)([CH3:5])([CH3:6])[CH3:7].[C:36](=[O:37])([O-:38])[OH:39].[CH3:41][CH2:42][O:43][C:44](=[O:45])[CH3:46].[ClH:33].[Na+:35].[Na+:40].[OH-:34]>>[NH:8]1[CH2:9][CH2:10][C:11]([C:29](=[O:30])[O:31][CH3:32])=[CH:12][c:13]2[c:14]1[cH:15][cH:16][c:17](-[c:19]1[cH:20][cH:21][c:22]([O:25][CH2:26][CH2:27][CH3:28])[cH:23][cH:24]1)[cH:18]2. The reactants are FC(C1=NC2=C(N1C1=NC(=NC(=N1)N1CCOCC1)C=1CCCN(C1)C(=O)OC(C)(C)C)C=CC=C2OC)F (tert-butyl 5-[4-[2-(difluoromethyl)-4-methoxy-1H-benzimidazol-1-yl]-6-(4-morpholinyl)-1,3,5-triazin-2-yl]-3,4-dihydro-1(2H)-pyridinecarboxylate). The reagents and catalysts are [Pd] (Pd on carbon). The solvent is CO (MeOH), C1CCOC1 (THF). Yields the product FC(C1=NC2=C(N1C1=NC(=NC(=N1)N1CCOCC1)C1CN(CCC1)C(=O)OC(C)(C)C)C=CC=C2OC)F (tert-butyl 3-[4-[2-(difluoromethyl)-4-methoxy-1H-benzimidazol-1-yl]-6-(4-morpholinyl)-1,3,5-triazin-2-yl]-1-piperidinecarboxylate). Yield: 84.3%. Reaction SMILES: [F:1][CH:2]([F:39])[C:3]1[N:7]([C:8]2[N:13]=[C:12]([N:14]3[CH2:19][CH2:18][O:17][CH2:16][CH2:15]3)[N:11]=[C:10]([C:20]3[CH2:21][CH2:22][CH2:23][N:24]([C:26]([O:28][C:29]([CH3:32])([CH3:31])[CH3:30])=[O:27])[CH:25]=3)[N:9]=2)[C:6]2[CH:33]=[CH:34][CH:35]=[C:36]([O:37][CH3:38])[C:5]=2[N:4]=1>CO.C1COCC1.[Pd]>[F:39][CH:2]([F:1])[C:3]1[N:7]([C:8]2[N:13]=[C:12]([N:14]3[CH2:19][CH2:18][O:17][CH2:16][CH2:15]3)[N:11]=[C:10]([CH:20]3[CH2:21][CH2:22][CH2:23][N:24]([C:26]([O:28][C:29]([CH3:31])([CH3:32])[CH3:30])=[O:27])[CH2:25]3)[N:9]=2)[C:6]2[CH:33]=[CH:34][CH:35]=[C:36]([O:37][CH3:38])[C:5]=2[N:4]=1. Reported procedure: A solution of tert-butyl 5-[4-[2-(difluoromethyl)-4-methoxy-1H-benzimidazol-1-yl]-6-(4-morpholinyl)-1,3,5-triazin-2-yl]-3,4-dihydro-1(2H)-pyridinecarboxylate (272 mg, 0.50 mmol) in MeOH (20 mL) and THF (20 mL) was hydrogenated over 10% Pd on carbon (50 mg). After removal of the hydrogen, the mixture was refluxed in air for additional 2 hrs. The catalyst Pd/C was removed by filtration through celite, and the solvents were removed under vacuum. Recrystallization of the residue from methanol gave 0...